From a dataset of the Open Reaction Database (ORD), a public repository of structured organic reaction records. describe an organic reaction: reactants, conditions, products, and yield The product is N1(CCOCC1)C1=NN(C(C2=CC=CC=C12)=O)NC(CC1=CC(=CC=C1)OC1=CC=CC=C1)=O (N-[4-(morpholin-4-yl)-1-oxophthalazin-2(1H)-yl]-2-(3-phenoxyphenyl)acetamide). The reactants are NN1C(C2=CC=CC=C2C(=N1)N1CCOCC1)=O (2-amino-4-morpholinophthalazin-1(2H)-one), O(C1=CC=CC=C1)C=1C=C(C=CC1)CC(=O)O (2-(3-phenoxyphenyl)acetic acid). Procedure details: The product of Example 1B and 2-(3-phenoxyphenyl)acetic acid were treated using a method similar to that described in Example 111 to give the title compound. 1H NMR (500 MHz, DMSO-d6/Deuterium Oxide) δ ppm 8.30 (dd, J=7.9, 1.3 Hz, 1H), 8.03 (d, J=8.0 Hz, 1H), 7.97-8.01 (m, 1H), 7.89-7.93 (m, 1H), 7.36-7.43 (m, 3H), 7.14-7.18 (m, 2H), 7.00-7.08 (m, 3H), 6.91 (dd, J=8.2, 2.5 Hz, 1H), 3.80-3.85 (m, 4H), 3.67 (s, 2H) 3.06-3.12 (m, 4H); MS (ESI+) M/Z 457 (M+H)+. RXN SMILES: [NH2:1][N:2]1[N:11]=[C:10]([N:12]2[CH2:17][CH2:16][O:15][CH2:14][CH2:13]2)[C:9]2[C:4](=[CH:5][CH:6]=[CH:7][CH:8]=2)[C:3]1=[O:18].[O:19]([C:26]1[CH:27]=[C:28]([CH2:32][C:33](O)=[O:34])[CH:29]=[CH:30][CH:31]=1)[C:20]1[CH:25]=[CH:24][CH:23]=[CH:22][CH:21]=1>>[N:12]1([C:10]2[C:9]3[C:4](=[CH:5][CH:6]=[CH:7][CH:8]=3)[C:3](=[O:18])[N:2]([NH:1][C:33](=[O:34])[CH2:32][C:28]3[CH:29]=[CH:30][CH:31]=[C:26]([O:19][C:20]4[CH:25]=[CH:24][CH:23]=[CH:22][CH:21]=4)[CH:27]=3)[N:11]=2)[CH2:17][CH2:16][O:15][CH2:14][CH2:13]1.